Dataset: the Open Reaction Database (ORD), a public repository of structured organic reaction records. Task: describe an organic reaction: reactants, conditions, products, and yield Starting materials: O=C1N2CCOCCOCCN(C(COCCOC1)=O)CCSCCSCC2 (2,9-Dioxo-4,7,13,16-tetraoxa-21,24-dithia-1,10-diazabicyclo[8,8,8]hexacosane), B#B (diborane). Run in O1CCCC1 (tetrahydrofuran). Reaction conditions: time 2 hour. Product: N12CCOCCOCCN(CCOCCOCC1)CCSCCSCC2 (4,7,13,16-tetraoxa-21,24-dithia-1,10-diazabicyclo[8,8,8]hexacosane). Isolated yield 95.0%. RXN SMILES: O=[C:2]1[CH2:19][O:18][CH2:17][CH2:16][O:15][CH2:14][C:13](=O)[N:12]2[CH2:21][CH2:22][S:23][CH2:24][CH2:25][S:26][CH2:27][CH2:28][N:3]1[CH2:4][CH2:5][O:6][CH2:7][CH2:8][O:9][CH2:10][CH2:11]2.B#B>O1CCCC1>[N:3]12[CH2:28][CH2:27][S:26][CH2:25][CH2:24][S:23][CH2:22][CH2:21][N:12]([CH2:11][CH2:10][O:9][CH2:8][CH2:7][O:6][CH2:5][CH2:4]1)[CH2:13][CH2:14][O:15][CH2:16][CH2:17][O:18][CH2:19][CH2:2]2. Reported procedure: A solution of 1.6 g. of the bicyclic diamide obtained in Example 30 in 30 ml. anhydrous tetrahydrofuran is slowly added to 20 ml. of the fresh prepared diborane solution (1.5 N) under nitrogen atmosphere and a temperature of 0° C. The mixture is stirred two hours at reflux temperature. The excess reagent is destroyed by adding 5 ml. of water and the solution is evaporated on a rotary evaporator under vacuum. This residue is treated with 50 ml. 6 N hydrochloric acid under heating at reflux for tw... The reactants are COC(=O)C=1SC=CC1Br (3-Bromothiophene-2-carboxylic acid methyl ester), C(C)(C)(C)OC(=O)N1CCC(=CC1)B1OC(C(O1)(C)C)(C)C (4-(4,4,5,5-tetramethyl-[1,3,2]dioxaborolan-2-yl)-3,6-dihydro-2H-pyridine-1-carboxylic acid t-butyl ester), C(=O)([O-])[O-].[Na+].[Na+] (Na2CO3). Reagents/catalysts: Cl[Pd]([P](C1=CC=CC=C1)(C2=CC=CC=C2)C3=CC=CC=C3)([P](C4=CC=CC=C4)(C5=CC=CC=C5)C6=CC=CC=C6)Cl (PdCl2(PPh3)2). Solvent: C1CCOC1 (THF). Run at temperature 80 celsius. Yields the product C(C)(C)(C)OC(=O)N1CCC(=CC1)C1=C(SC=C1)C(=O)OC (4-(2-methoxycarbonylthiophen-3-yl)-3,6-dihydro-2H-pyridine-1-carboxylic acid t-butyl ester). Yield: 34.4%. As a reaction SMILES: [CH3:1][O:2][C:3]([C:5]1[S:6][CH:7]=[CH:8][C:9]=1Br)=[O:4].[C:11]([O:15][C:16]([N:18]1[CH2:23][CH:22]=[C:21](B2OC(C)(C)C(C)(C)O2)[CH2:20][CH2:19]1)=[O:17])([CH3:14])([CH3:13])[CH3:12].C([O-])([O-])=O.[Na+].[Na+]>Cl[Pd](Cl)([P](C1C=CC=CC=1)(C1C=CC=CC=1)C1C=CC=CC=1)[P](C1C=CC=CC=1)(C1C=CC=CC=1)C1C=CC=CC=1.C1COCC1>[C:11]([O:15][C:16]([N:18]1[CH2:19][CH:20]=[C:21]([C:9]2[CH:8]=[CH:7][S:6][C:5]=2[C:3]([O:2][CH3:1])=[O:4])[CH2:22][CH2:23]1)=[O:17])([CH3:14])([CH3:12])[CH3:13] |f:2.3.4,^1:41,60|. Reported procedure: 3-Bromothiophene-2-carboxylic acid methyl ester (1.0 g, 4.5 mmol, 1.0 eq.), 4-(4,4,5,5-tetramethyl-[1,3,2]dioxaborolan-2-yl)-3,6-dihydro-2H-pyridine-1-carboxylic acid t-butyl ester (1.4 g, 4.5 mmol, 1.0 eq.), THF (50 mL) and Na2CO3 (9 mL, 18 mmol, 4.0 eq.) were combined. The mixture was degassed and purged with nitrogen (3×). PdCl2(PPh3)2 (10.1 g, 0.14 mmol, 0.03 eq.) was added, and the mixture was again degassed and purged with nitrogen (3×), then heated at 80° C. overnight. The mixture was the... Reactants: Cl (HCl), [Si](C)(C)(C(C)(C)C)OCCOC1=NC(=NC=C1)NC=1C=C(C=C(C1)C)C=1C=NN(C1)CCC(=O)N (3-[4-(3-{[4-(2-{[tert-butyl(dimethyl)silyl]oxy}ethoxy)pyrimidin-2-yl]amino}-5-methylphenyl)-1H-pyrazol-1-yl]propanamide). The solvent is C1CCOC1 (THF), O (water). Run at time 18 hour. Yields the product OCCOC1=NC(=NC=C1)NC=1C=C(C=C(C1)C)C=1C=NN(C1)CCC(=O)N (3-[4-(3-{[4-(2-hydroxyethoxy)pyrimidin-2-yl]amino}-5-methylphenyl)-1H-pyrazol-1-yl]propanamide). RXN SMILES: Cl.[Si]([O:9][CH2:10][CH2:11][O:12][C:13]1[CH:18]=[CH:17][N:16]=[C:15]([NH:19][C:20]2[CH:21]=[C:22]([C:27]3[CH:28]=[N:29][N:30]([CH2:32][CH2:33][C:34]([NH2:36])=[O:35])[CH:31]=3)[CH:23]=[C:24]([CH3:26])[CH:25]=2)[N:14]=1)(C(C)(C)C)(C)C>C1COCC1.O>[OH:9][CH2:10][CH2:11][O:12][C:13]1[CH:18]=[CH:17][N:16]=[C:15]([NH:19][C:20]2[CH:21]=[C:22]([C:27]3[CH:28]=[N:29][N:30]([CH2:32][CH2:33][C:34]([NH2:36])=[O:35])[CH:31]=3)[CH:23]=[C:24]([CH3:26])[CH:25]=2)[N:14]=1. Procedure details: HCl (550 μL, 0.55 mmol) was added to a solution of 3-[4-(3-{[4-(2-{[tert-butyl(dimethyl)silyl]oxy}ethoxy)pyrimidin-2-yl]amino}-5-methylphenyl)-1H-pyrazol-1-yl]propanamide (91 mg, 0.18 mmol) in THF (1000 μL). The reaction mixture was stirred for 18 h at room temperature then diluted with water and extracted with EtOAc (2×) and chloroform:IPA (3:1). The organic layer was dried over sodium sulfate, filtered, concentrated under reduced pressure, triturated with dichloromethane:hexanes (1:1) and then... Reactants: COC(=O)N(Cc1cc(C(F)(F)F)cc(C(F)(F)F)c1)C1CC(C)N(C(=O)OCc2ccccc2)c2ccc(C(F)(F)F)cc21, CCO, [H][H]. Yields the product COC(=O)N(Cc1cc(C(F)(F)F)cc(C(F)(F)F)c1)C1CC(C)Nc2ccc(C(F)(F)F)cc21. RXN SMILES: [CH2:1]([O:2][C:3](=[O:4])[N:11]1[CH:12]([CH3:45])[CH2:13][CH:14]([N:25]([C:26](=[O:27])[O:28][CH3:29])[CH2:30][c:31]2[cH:32][c:33]([C:41]([F:42])([F:43])[F:44])[cH:34][c:35]([C:37]([F:38])([F:39])[F:40])[cH:36]2)[c:15]2[cH:16][c:17]([C:21]([F:22])([F:23])[F:24])[cH:18][cH:19][c:20]21)[c:5]1[cH:6][cH:7][cH:8][cH:9][cH:10]1.[CH3:48][CH2:49][OH:50].[H:46][H:47]>>[NH:11]1[CH:12]([CH3:45])[CH2:13][CH:14]([N:25]([C:26](=[O:27])[O:28][CH3:29])[CH2:30][c:31]2[cH:32][c:33]([C:41]([F:42])([F:43])[F:44])[cH:34][c:35]([C:37]([F:38])([F:39])[F:40])[cH:36]2)[c:15]2[cH:16][c:17]([C:21]([F:22])([F:23])[F:24])[cH:18][cH:19][c:20]21.